This data is from the Open Reaction Database (ORD), a public repository of structured organic reaction records. The task is: describe an organic reaction: reactants, conditions, products, and yield Reaction SMILES: [F:1][C:2]([F:21])([C:14]1[CH:19]=[CH:18][C:17]([F:20])=[CH:16][N:15]=1)[C:3]1[N:12]=[C:11](O)[C:10]2[C:5](=[CH:6][CH:7]=[CH:8][CH:9]=2)[N:4]=1.P(Cl)(Cl)([Cl:24])=O>>[Cl:24][C:11]1[C:10]2[C:5](=[CH:6][CH:7]=[CH:8][CH:9]=2)[N:4]=[C:3]([C:2]([F:21])([F:1])[C:14]2[CH:19]=[CH:18][C:17]([F:20])=[CH:16][N:15]=2)[N:12]=1. Product: ClC1=NC(=NC2=CC=CC=C12)C(C1=NC=C(C=C1)F)(F)F (4-chloro-2-(difluoro(5-fluoropyridin-2-yl)methyl)quinazoline). Isolated yield 82.0%. Procedure: To 2-(difluoro(5-fluoropyridin-2-yl)methyl)quinazolin-4-ol from Example 2 Step D (1.82 g, 6.25 mmol) was added phosphorousoxychloride (20 mL) and the mixture was heated at 95° C. for 3 h. The mixture was concentrated under reduced pressure and then toluene (20 mL) was added and evaporated. The residue was dissolved in EtOAc and washed with saturated NaHCO3 (1×) and brine (1×), dried over Na2SO4, and concentrated. The residue was purified by silica gel chromatography eluting with 10-80% EtOAc/hex... The reactants are FC(C1=NC2=CC=CC=C2C(=N1)O)(C1=NC=C(C=C1)F)F (2-(difluoro(5-fluoropyridin-2-yl)methyl)quinazolin-4-ol), P(=O)(Cl)(Cl)Cl (phosphorousoxychloride). Reaction conditions: temperature 95 celsius. The product is Cc1ccc(S(=O)(=O)OCC(COC(C)(C)C)OS(=O)(=O)c2ccc(C)cc2)cc1. The reactants are O=C([O-])O, ClCCl, C=C(C)C, [Na+], O=S(=O)(O)O, Cc1ccc(S(=O)(=O)OCC(CO)OS(=O)(=O)c2ccc(C)cc2)cc1. As a reaction SMILES: [C:36](=[O:37])([OH:38])[O-:39].[CH2:41]([Cl:42])[Cl:43].[CH3:27][C:28]([CH3:29])=[CH2:30].[Na+:40].[S:31](=[O:32])(=[O:33])([OH:34])[OH:35].[c:1]1([CH3:26])[cH:2][cH:3][c:4]([S:7](=[O:8])(=[O:9])[O:10][CH2:11][CH:12]([O:13][S:14](=[O:15])(=[O:16])[c:17]2[cH:18][cH:19][c:20]([CH3:23])[cH:21][cH:22]2)[CH2:24][OH:25])[cH:5][cH:6]1>>[c:1]1([CH3:26])[cH:2][cH:3][c:4]([S:7](=[O:8])(=[O:9])[O:10][CH2:11][CH:12]([O:13][S:14](=[O:15])(=[O:16])[c:17]2[cH:18][cH:19][c:20]([CH3:23])[cH:21][cH:22]2)[CH2:24][O:25][C:28]([CH3:27])([CH3:29])[CH3:30])[cH:5][cH:6]1. Reactants: COC=1C=C2CCC=3N=C(OC3C2=CC1)C1=C(C(=NO1)C1=CC=CC=C1)C(F)(F)F (7-methoxy-2-(3-phenyl-4-(trifluoromethyl)isoxazol-5-yl)-4,5-dihydronaphtho[2,1-d]oxazole), B(Br)(Br)Br (boron tribromide). Solvent: ClCCl (dichloromethane), ClCCl (dichloromethane). Run at time 8 hour. RXN SMILES: C[O:2][C:3]1[CH:4]=[C:5]2[C:13](=[CH:14][CH:15]=1)[C:12]1[O:11][C:10]([C:16]3[O:20][N:19]=[C:18]([C:21]4[CH:26]=[CH:25][CH:24]=[CH:23][CH:22]=4)[C:17]=3[C:27]([F:30])([F:29])[F:28])=[N:9][C:8]=1[CH2:7][CH2:6]2.B(Br)(Br)Br>ClCCl>[C:21]1([C:18]2[C:17]([C:27]([F:30])([F:29])[F:28])=[C:16]([C:10]3[O:11][C:12]4[C:13]5[C:5](=[CH:4][C:3]([OH:2])=[CH:15][CH:14]=5)[CH2:6][CH2:7][C:8]=4[N:9]=3)[O:20][N:19]=2)[CH:26]=[CH:25][CH:24]=[CH:23][CH:22]=1. Reported procedure: To solution of 7-methoxy-2-(3-phenyl-4-(trifluoromethyl)isoxazol-5-yl)-4,5-dihydronaphtho[2,1-d]oxazole (Preparation 43B, 123 mg, 0.298 mmol) in dichloromethane (3 mL) was added 1 M boron tribromide (1.491 mL, 1.491 mmol) in dichloromethane dropwise, and the reaction mixture was stirred at room temperature overnight. The reaction mixture was quenched by the slow addition of saturated ammonium chloride, extracted with dichloromethane, washed with water and brine. The combined aq. layers were back... Yields the product C1(=CC=CC=C1)C1=NOC(=C1C(F)(F)F)C=1OC2=C(N1)CCC1=CC(=CC=C12)O (2-(3-Phenyl-4-(trifluoromethyl)isoxazol-5-yl)-4,5-dihydronaphtho[2,1-d]oxazol-7-ol). The reactants are N1=C(C=CC=C1)N1CCNCC1 (1-Pyridin-2-yl-piperazine), BrCC#N (bromoacetonitrile). Yields the product N1=C(C=CC=C1)N1CCN(CC1)CC#N ((4-Pyridin-2-yl-piperazin-1-yl)-acetonitrile). RXN SMILES: [N:1]1[CH:6]=[CH:5][CH:4]=[CH:3][C:2]=1[N:7]1[CH2:12][CH2:11][NH:10][CH2:9][CH2:8]1.Br[CH2:14][C:15]#[N:16]>>[N:1]1[CH:6]=[CH:5][CH:4]=[CH:3][C:2]=1[N:7]1[CH2:8][CH2:9][N:10]([CH2:14][C:15]#[N:16])[CH2:11][CH2:12]1. Procedure: The title compound is synthesized by coupling of 1-Pyridin-2-yl-piperazine and bromoacetonitrile analogously to the preparation of Intermediate 149.2 as a colorless oil; ES-MS: M+=203.2: 1HNMR(DMSO-d6) 8.05 (dd, 1H), 7.50 (dd, 1H), 6.80 (d, 1H), 6.60 (dd, 1H), 3.80 (s, 1H), 3.50 (t, 4H), 2.50 (t, 4H).